Dataset: the Open Reaction Database (ORD), a public repository of structured organic reaction records. Task: describe an organic reaction: reactants, conditions, products, and yield Reactants: C(=O)N1CCCCC1 (1-formyl-piperidine), C1CCOC1 (THF), BrC1=CC=C(C=C1)C#CC1=CC=C(C=C1)CCCCCC (1-bromo-4-[(4-hexylphenyl) ethynyl] benzene), C1CCOC1 (THF), N#N (N2), II (iodine crystals), Cl (HCl), N#N (N2), [Mg] (magnesium), C1CCOC1 (THF), BrC1=CC=C(C=C1)C#CC1=CC=C(C=C1)CCCCCC (1-bromo-4-[(4-hexylphenyl) ethynyl] benzene). Solvent: Pet ether, O (Water). Reaction conditions: temperature 85 celsius, time 5 minute. The product is C(CCCCC)C1=CC(=C(C=O)C=C1)C#CC1=CC=CC=C1 (4-hexyl-phenylethynyl-benzaldehyde). Isolated yield 76.0%. As a reaction SMILES: N#N.[Mg].Br[C:5]1[CH:10]=[CH:9][C:8]([C:11]#[C:12][C:13]2C=C[C:16]([CH2:19][CH2:20][CH2:21][CH2:22][CH2:23]C)=[CH:15][CH:14]=2)=[CH:7][CH:6]=1.II.C(N1CCCCC1)=O.Cl.[CH2:36]1[CH2:40][O:39][CH2:38][CH2:37]1>O>[CH2:16]([C:15]1[CH:40]=[CH:36][C:37]([CH:38]=[O:39])=[C:13]([C:12]#[C:11][C:8]2[CH:7]=[CH:6][CH:5]=[CH:10][CH:9]=2)[CH:14]=1)[CH2:19][CH2:20][CH2:21][CH2:22][CH3:23]. Procedure details: To a dry 2 L three-necked flask under a flow of N2 containing magnesium turnings (13.579 g; 558.69 mmol) in dry THF (165 mL) at reflux (temperature of bath oil of 85° C.), an activating, small amount of 1-bromo-4-[(4-hexylphenyl) ethynyl] benzene (VIIb) (10.400 g; 30.474 mmol) was added in one portion. N2 flow and stirring were stopped. Reaction mixture was heated at reflux for 5 minutes, then several iodine crystals were added keeping vigorous reflux to start the reaction. The reaction mixture ... Reactants: CC(C)(C)c1ccc(C(=O)Cl)cc1, COc1ccccc1, O=S(=O)([O-])C(F)(F)F, O=S(=O)([O-])C(F)(F)F, O=S(=O)([O-])C(F)(F)F, C[N+](=O)[O-], [Sc+3]. Product: COc1ccc(C(=O)c2ccc(C(C)(C)C)cc2)cc1. Reaction SMILES: [C:9]([CH3:10])([CH3:11])([CH3:12])[c:13]1[cH:14][cH:15][c:16]([C:17](=[O:18])[Cl:19])[cH:20][cH:21]1.[CH3:1][O:2][c:3]1[cH:4][cH:5][cH:6][cH:7][cH:8]1.[F:22][C:23]([F:24])([F:25])[S:26]([O-:27])(=[O:28])=[O:29].[F:31][C:32]([F:33])([F:34])[S:35]([O-:36])(=[O:37])=[O:38].[F:39][C:40]([F:41])([F:42])[S:43]([O-:44])(=[O:45])=[O:46].[N+:47]([CH3:48])([O-:49])=[O:50].[Sc+3:30]>>[CH3:1][O:2][c:3]1[cH:4][cH:5][c:6]([C:17]([c:16]2[cH:15][cH:14][c:13]([C:9]([CH3:10])([CH3:11])[CH3:12])[cH:21][cH:20]2)=[O:18])[cH:7][cH:8]1. Reactants: N1=CC=C(C=C1)N1CCC(CC1)C(=O)Cl (1-(4-pyridyl)piperidine-4-carbonyl chloride), NC(CNC(CNS(=O)(=O)C1=CC2=CC=CC=C2C=C1)=O)C(=O)N1CCCCC1 (N-[2-amino-2-(piperidinocarbonyl)ethyl]-2-(2-naphthalenesulphonamido)-acetamide). Product: C1=C(C=CC2=CC=CC=C12)S(=O)(=O)NCC(=O)NCC(NC(=O)C1CCN(CC1)C1=CC=NC=C1)C(=O)C1NCCCC1 (2-(2-naphthalenesulphonamido)-N-{2-piperidino-carbonyl-2-[1-(4-pyridyl)piperidin-4-ylcarbonylamino]ethyl}acetamide). Yield: 41.0%. As a reaction SMILES: [N:1]1[CH:6]=[CH:5][C:4]([N:7]2[CH2:12][CH2:11][CH:10]([C:13](Cl)=[O:14])[CH2:9][CH2:8]2)=[CH:3][CH:2]=1.[NH2:16][CH:17]([C:37](N1CCCCC1)=[O:38])[CH2:18][NH:19][C:20](=[O:36])[CH2:21][NH:22][S:23]([C:26]1[CH:35]=[CH:34][C:33]2[C:28](=[CH:29][CH:30]=[CH:31][CH:32]=2)[CH:27]=1)(=[O:25])=[O:24]>>[CH:27]1[C:28]2[C:33](=[CH:32][CH:31]=[CH:30][CH:29]=2)[CH:34]=[CH:35][C:26]=1[S:23]([NH:22][CH2:21][C:20]([NH:19][CH2:18][CH:17]([C:37]([CH:2]1[CH2:3][CH2:4][CH2:5][CH2:6][NH:1]1)=[O:38])[NH:16][C:13]([CH:10]1[CH2:11][CH2:12][N:7]([C:4]2[CH:5]=[CH:6][N:1]=[CH:2][CH:3]=2)[CH2:8][CH2:9]1)=[O:14])=[O:36])(=[O:24])=[O:25]. Procedure details: Using an analogous procedure to that described in Example 1, 1-(4-pyridyl)piperidine-4-carbonyl chloride was reacted with N-[2-amino-2-(piperidinocarbonyl)ethyl]-2-(2-naphthalenesulphonamido)-acetamide to give 2-(2-naphthalenesulphonamido)-N-{2-piperidino-carbonyl-2-[1-(4-pyridyl)piperidin-4-ylcarbonylamino]ethyl}acetamide in 41% yield, m.p. 200°-202° C.;